This data is from the Open Reaction Database (ORD), a public repository of structured organic reaction records. The task is: describe an organic reaction: reactants, conditions, products, and yield The reactants are CN (methylamine), C(CCC)C(C(=O)OCC)CC1=CC=C(C=C1)OCCCOS(=O)(=O)C (ethyl 2-butyl-3-[4-(3-methansulfonyloxypropoxy)phenyl]propionate), example 21 ( c ). Solvent: C1(=CC=CC=C1)C (toluene), CO (methanol). Reaction conditions: temperature 90 celsius, time 2 day. Product: C(CCC)C(C(=O)OCC)CC1=CC=C(C=C1)OCCCNC (Ethyl 2-butyl-3-[4-(3-methylaminopropoxy)phenyl]propionate). As a reaction SMILES: [CH3:1][NH2:2].[CH2:3]([CH:7]([CH2:13][C:14]1[CH:19]=[CH:18][C:17]([O:20][CH2:21][CH2:22][CH2:23]OS(C)(=O)=O)=[CH:16][CH:15]=1)[C:8]([O:10][CH2:11][CH3:12])=[O:9])[CH2:4][CH2:5][CH3:6]>CO.C1(C)C=CC=CC=1>[CH2:3]([CH:7]([CH2:13][C:14]1[CH:19]=[CH:18][C:17]([O:20][CH2:21][CH2:22][CH2:23][NH:2][CH3:1])=[CH:16][CH:15]=1)[C:8]([O:10][CH2:11][CH3:12])=[O:9])[CH2:4][CH2:5][CH3:6]. Procedure details: A solution of methylamine in methanol (40%, 5.0 ml) was added to a solution of ethyl 2-butyl-3-[4-(3-methansulfonyloxypropoxy)phenyl]propionate (500 mg), which is the product of Reference example 21 (c) in toluene (10 ml). The mixture was stirred at 90° C. for 2 days. The reaction mixture was concentrated under reduced pressure. The residue was partitioned between ethyl acetate and water and the layers were separated. The ethyl acetate solution was dried over anhydrous magnesium sulfate and conc... The reactants are Br[Mg]c1ccccc1, CC(C)C=O, O=[N+]([O-])c1cccc([N+](=O)[O-])c1I, C1CCOC1. The product is CC(C)C(O)c1c([N+](=O)[O-])cccc1[N+](=O)[O-]. RXN SMILES: [Br:14][Mg:15][c:16]1[cH:17][cH:18][cH:19][cH:20][cH:21]1.[CH:22]([CH:23]([CH3:24])[CH3:25])=[O:26].[I:1][c:2]1[c:3]([N+:11](=[O:12])[O-:13])[cH:4][cH:5][cH:6][c:7]1[N+:8](=[O:9])[O-:10].[O:27]1[CH2:28][CH2:29][CH2:30][CH2:31]1>>[c:2]1([CH:22]([CH:23]([CH3:24])[CH3:25])[OH:26])[c:3]([N+:11](=[O:12])[O-:13])[cH:4][cH:5][cH:6][c:7]1[N+:8](=[O:9])[O-:10]. The reactants are COCCOC, COc1cc2c(Nc3ccc(Oc4ccccc4)cc3)c(C#N)cnc2cc1OCCCl, [I-], C1CCN(C2CCNCC2)CC1, [Na+]. Product: COc1cc2c(Nc3ccc(Oc4ccccc4)cc3)c(C#N)cnc2cc1OCCN1CCC(N2CCCCC2)CC1. Reaction SMILES: [CH3:47][O:48][CH2:49][CH2:50][O:51][CH3:52].[Cl:1][CH2:2][CH2:3][O:4][c:5]1[c:6]([O:31][CH3:32])[cH:7][c:8]2[c:9]([NH:17][c:18]3[cH:19][cH:20][c:21]([O:24][c:25]4[cH:26][cH:27][cH:28][cH:29][cH:30]4)[cH:22][cH:23]3)[c:10]([C:15]#[N:16])[cH:11][n:12][c:13]2[cH:14]1.[I-:46].[N:33]1([CH:39]2[CH2:40][CH2:41][NH:42][CH2:43][CH2:44]2)[CH2:34][CH2:35][CH2:36][CH2:37][CH2:38]1.[Na+:45]>>[CH2:2]([CH2:3][O:4][c:5]1[c:6]([O:31][CH3:32])[cH:7][c:8]2[c:9]([NH:17][c:18]3[cH:19][cH:20][c:21]([O:24][c:25]4[cH:26][cH:27][cH:28][cH:29][cH:30]4)[cH:22][cH:23]3)[c:10]([C:15]#[N:16])[cH:11][n:12][c:13]2[cH:14]1)[N:42]1[CH2:41][CH2:40][CH:39]([N:33]2[CH2:34][CH2:35][CH2:36][CH2:37][CH2:38]2)[CH2:44][CH2:43]1. Solvent: N1=CC=CC=C1 (pyridine), O1CCCC1 (tetrahydrofuran), O1CCCC1 (tetrahydrofuran), O1CCCC1 (tetrahydrofuran). Procedure details: A solution of 51.6 g. 3-ethylthio-1,2,4-triazole and 31.6 g. dry pyridine in 100 ml. dry tetrahydrofuran was added dropwise to 200 ml. of a 10% w/v solution of phosgene in dry tetrahydrofuran (20 g. phosgene, 0.5 molecular proportion) with stirring and cooling to maintain the reaction temperature at 25° - 30° C. The mixture was stirred at 25° - 30° C. for a further period of 0.5 hour, and was then filtered to remove pyridine hydrochloride formed in the reaction. To the resulting solution 1,1'-ca... Reactants: C(C)SC1=NNC=N1 (3-ethylthio-1,2,4-triazole), C(=O)(Cl)Cl (phosgene), C(CC)NCCC (dipropylamine), C(=O)(N1N=C(N=C1)SCC)N1N=C(N=C1)SCC (1,1'-carbonylbis(3-ethylthio-1,2,4-triazole)). The product is C(CC)N(C(=O)N1N=C(N=C1)SCC)CCC (1-dipropylcarbamoyl-3-ethylthio-1,2,4-triazole). As a reaction SMILES: C(SC1N=CNN=1)C.C(Cl)(Cl)=O.[C:13](N1C=NC(SCC)=N1)([N:15]1[CH:19]=[N:18][C:17]([S:20][CH2:21][CH3:22])=[N:16]1)=[O:14].[CH2:31]([NH:34][CH2:35][CH2:36][CH3:37])[CH2:32][CH3:33]>O1CCCC1.N1C=CC=CC=1>[CH2:31]([N:34]([CH2:35][CH2:36][CH3:37])[C:13]([N:15]1[CH:19]=[N:18][C:17]([S:20][CH2:21][CH3:22])=[N:16]1)=[O:14])[CH2:32][CH3:33]. Conditions: time 0.5 hour. Starting materials: Cl (HCl), COC(C(C)(OC1=CC(=CC=C1)C=1C=NC=CC1)C)=O (2-Methyl-2-(3-pyridin-3-yl-phenoxy)-propionic acid methyl ester), [H][H] (hydrogen). The reagents and catalysts are [Pt] (Pt/C). The solvent is CO (methanol). Yields the product COC(C(C)(OC1=CC(=CC=C1)C1CNCCC1)C)=O (2-methyl-2-(3-piperidin-3-yl-phenoxy)-propionic acid methyl ester). Yield: 88.9%. Reaction SMILES: [CH3:1][O:2][C:3](=[O:20])[C:4]([CH3:19])([O:6][C:7]1[CH:12]=[CH:11][CH:10]=[C:9]([C:13]2[CH:14]=[N:15][CH:16]=[CH:17][CH:18]=2)[CH:8]=1)[CH3:5].Cl.[H][H]>CO.[Pt]>[CH3:1][O:2][C:3](=[O:20])[C:4]([CH3:5])([O:6][C:7]1[CH:12]=[CH:11][CH:10]=[C:9]([CH:13]2[CH2:18][CH2:17][CH2:16][NH:15][CH2:14]2)[CH:8]=1)[CH3:19]. Procedure: 2-Methyl-2-(3-pyridin-3-yl-phenoxy)-propionic acid methyl ester (4.07 g, 15.0 mmol) was dissolved in methanol (40 mL) and followed by the addition of 37% HCl (3.8 mL) and 10% Pt/C (0.41 g). The mixture was shaken with hydrogen under 50 psi at 50° C. in a Parr bottle for 2 h, filtered through a pad of Celite, and rinsed with methanol. After solvent removal, the residue was treated with saturated aqueous Na2CO3 (100 mL) and extracted with ethyl acetate (2×100 mL). The organic extract was washed wi... Reactants: C1(=CC=CC=C1)C=CC(=O)C1=CC=CC=C1 (chalcone), CSC (dimethyl sulphide). Product: C(C1=CC=CC=C1)(=O)C1C(C1C1=CC=CC=C1)C1=CC=CC=C1 (1-Benzoyl-2,3-diphenylcyclopropane). RXN SMILES: [C:1]1([CH:7]=[CH:8][C:9]([C:11]2[CH:16]=[CH:15][CH:14]=[CH:13][CH:12]=2)=[O:10])[CH:6]=[CH:5][CH:4]=[CH:3][CH:2]=1.CSC>>[C:9]([CH:8]1[CH:7]([C:1]2[CH:6]=[CH:5][CH:4]=[CH:3][CH:2]=2)[CH:7]1[C:1]1[CH:2]=[CH:3][CH:4]=[CH:5][CH:6]=1)(=[O:10])[C:11]1[CH:16]=[CH:15][CH:14]=[CH:13][CH:12]=1. Procedure: The same method was applied for the cyclopropanation of chalcone using a stoichiometric amount of dimethyl sulphide (36.5 μl; 0.5 mmol). Column chromatography over silica afforded the title compound as a 5:1 mixture of trans; cis cyclopropanes as a yellowy solid (54 mg; 36.2%. The reactants are CCO, CCOC(=O)c1cnc2ccsc2c1Cl, Cl, [Na+], [OH-]. The product is O=C(O)c1cnc2ccsc2c1Cl. As a reaction SMILES: [CH3:19][CH2:20][OH:21].[Cl:1][c:2]1[c:3]2[c:4]([n:5][cH:6][c:7]1[C:8](=[O:9])[O:10][CH2:11][CH3:12])[cH:13][cH:14][s:15]2.[ClH:18].[Na+:17].[OH-:16]>>[Cl:1][c:2]1[c:3]2[c:4]([n:5][cH:6][c:7]1[C:8](=[O:9])[OH:10])[cH:13][cH:14][s:15]2. The reactants are O=C([O-])[O-], OB(O)c1cc(F)ccc1F, [Na+], [Na+], C1COCCO1, CC(C)(C)OC(=O)N1CC(OS(=O)(=O)C(F)(F)F)=CC1c1ccccc1, c1ccc(P(c2ccccc2)(c2ccccc2)[Pd](P(c2ccccc2)(c2ccccc2)c2ccccc2)(P(c2ccccc2)(c2ccccc2)c2ccccc2)P(c2ccccc2)(c2ccccc2)c2ccccc2)cc1. Product: CC(C)(C)OC(=O)N1CC(c2cc(F)ccc2F)=CC1c1ccccc1. As a reaction SMILES: [C:38](=[O:39])([O-:40])[O-:41].[F:27][c:28]1[c:29]([B:35]([OH:36])[OH:37])[cH:30][c:31]([F:34])[cH:32][cH:33]1.[Na+:42].[Na+:43].[O:44]1[CH2:45][CH2:46][O:47][CH2:48][CH2:49]1.[c:1]1([CH:7]2[N:8]([C:20](=[O:21])[O:22][C:23]([CH3:24])([CH3:25])[CH3:26])[CH2:9][C:10]([O:12][S:13]([C:14]([F:15])([F:16])[F:17])(=[O:18])=[O:19])=[CH:11]2)[cH:2][cH:3][cH:4][cH:5][cH:6]1.[cH:50]1[cH:51][cH:52][c:53]([P:54]([Pd:55]([P:56]([c:57]2[cH:58][cH:59][cH:60][cH:61][cH:62]2)([c:63]2[cH:64][cH:65][cH:66][cH:67][cH:68]2)[c:69]2[cH:70][cH:71][cH:72][cH:73][cH:74]2)([P:75]([c:76]2[cH:77][cH:78][cH:79][cH:80][cH:81]2)([c:82]2[cH:83][cH:84][cH:85][cH:86][cH:87]2)[c:88]2[cH:89][cH:90][cH:91][cH:92][cH:93]2)[P:94]([c:95]2[cH:96][cH:97][cH:98][cH:99][cH:100]2)([c:101]2[cH:102][cH:103][cH:104][cH:105][cH:106]2)[c:107]2[cH:108][cH:109][cH:110][cH:111][cH:112]2)([c:113]2[cH:114][cH:115][cH:116][cH:117][cH:118]2)[c:119]2[cH:120][cH:121][cH:122][cH:123][cH:124]2)[cH:125][cH:126]1>>[c:1]1([CH:7]2[N:8]([C:20](=[O:21])[O:22][C:23]([CH3:24])([CH3:25])[CH3:26])[CH2:9][C:10]([c:29]3[c:28]([F:27])[cH:33][cH:32][c:31]([F:34])[cH:30]3)=[CH:11]2)[cH:2][cH:3][cH:4][cH:5][cH:6]1. Starting materials: CC#N, ClCCCc1cc2cccnc2[nH]1, [H-], [I-], [K+], [Na+], [Na+], O=C([O-])O. The product is c1cnc2c(c1)cc1n2CCC1. As a reaction SMILES: [CH3:23][C:24]#[N:25].[Cl:1][CH2:2][CH2:3][CH2:4][c:5]1[cH:6][c:7]2[c:8]([n:9][cH:10][cH:11][cH:12]2)[nH:13]1.[H-:16].[I-:15].[K+:14].[Na+:17].[Na+:18].[OH:19][C:20](=[O:21])[O-:22]>>[CH2:2]1[CH2:3][CH2:4][c:5]2[cH:6][c:7]3[c:8]([n:9][cH:10][cH:11][cH:12]3)[n:13]21. Reactants: S(=O)(=O)(C1=CC=C(C)C=C1)Cl (tosyl chloride), CC(C#C)O (3-butyn-2-ol), [OH-].[K+] (potassium hydroxide). Solvent: CCOCC (ether). Run at time 90 minute. The product is S(=O)(=O)(C1=CC=C(C)C=C1)OC(C)C#C (2-tosyloxy-3-butyne). Yield: 95.0%. RXN SMILES: [S:1](Cl)([C:4]1[CH:10]=[CH:9][C:7]([CH3:8])=[CH:6][CH:5]=1)(=[O:3])=[O:2].[CH3:12][CH:13]([OH:16])[C:14]#[CH:15].[OH-].[K+]>CCOCC>[S:1]([O:16][CH:13]([C:14]#[CH:15])[CH3:12])([C:4]1[CH:10]=[CH:9][C:7]([CH3:8])=[CH:6][CH:5]=1)(=[O:3])=[O:2] |f:2.3|. Procedure details: To a solution of tosyl chloride (0.5 mole) and commercial 3-butyn-2-ol (0.4 mole; 40-50% aqueous solution) in ether (350 ml), potassium hydroxide (2.5 moles) is slowly added over a period of 15-30 minutes. The temperature is maintained at 0°-5° C. for the entire period and the reaction mixture is allowed to stand for 90 minutes. When the reaction is complete, the ether phase is washed and dried. Removal of the ether, in vacuo, yields crude 2-tosyloxy-3-butyne.